Dataset: the Open Reaction Database (ORD), a public repository of structured organic reaction records. Task: describe an organic reaction: reactants, conditions, products, and yield Reactants: COc1ccc(NS(=O)(=O)c2cccc(OC(F)F)c2)cc1N1CCN(C(=O)OC(C)(C)C)CC1, CI, CN(C)C=O, [H-], [Na+]. The product is COc1ccc(N(C)S(=O)(=O)c2cccc(OC(F)F)c2)cc1N1CCN(C(=O)OC(C)(C)C)CC1. As a reaction SMILES: [C:3]([CH3:4])([CH3:5])([CH3:6])[O:7][C:8](=[O:9])[N:10]1[CH2:11][CH2:12][N:13]([c:16]2[c:17]([O:36][CH3:37])[cH:18][cH:19][c:20]([NH:22][S:23](=[O:24])(=[O:25])[c:26]3[cH:27][c:28]([O:32][CH:33]([F:34])[F:35])[cH:29][cH:30][cH:31]3)[cH:21]2)[CH2:14][CH2:15]1.[CH3:38][I:39].[CH3:40][N:41]([CH3:42])[CH:43]=[O:44].[H-:1].[Na+:2]>>[C:3]([CH3:4])([CH3:5])([CH3:6])[O:7][C:8](=[O:9])[N:10]1[CH2:11][CH2:12][N:13]([c:16]2[c:17]([O:36][CH3:37])[cH:18][cH:19][c:20]([N:22]([S:23](=[O:24])(=[O:25])[c:26]3[cH:27][c:28]([O:32][CH:33]([F:34])[F:35])[cH:29][cH:30][cH:31]3)[CH3:38])[cH:21]2)[CH2:14][CH2:15]1. Starting materials: O=C([O-])[O-], CCC(C)=O, Cc1ccc(C=CC(=O)NCCCCl)cn1, [I-], [K+], [K+], [Na+], c1ccc(C(c2ccccc2)N2CCNCC2)cc1. Yields the product Cc1ccc(C=CC(=O)NCCCN2CCN(C(c3ccccc3)c3ccccc3)CC2)cn1. RXN SMILES: [C:36](=[O:37])([O-:38])[O-:39].[CH2:44]([C:45]([CH3:46])=[O:47])[CH3:48].[CH3:1][c:2]1[cH:3][cH:4][c:5]([CH:8]=[CH:9][C:10](=[O:11])[NH:12][CH2:13][CH2:14][CH2:15][Cl:16])[cH:6][n:7]1.[I-:43].[K+:40].[K+:41].[Na+:42].[c:17]1([CH:23]([N:24]2[CH2:25][CH2:26][NH:27][CH2:28][CH2:29]2)[c:30]2[cH:31][cH:32][cH:33][cH:34][cH:35]2)[cH:18][cH:19][cH:20][cH:21][cH:22]1>>[CH3:1][c:2]1[cH:3][cH:4][c:5]([CH:8]=[CH:9][C:10](=[O:11])[NH:12][CH2:13][CH2:14][CH2:15][N:27]2[CH2:26][CH2:25][N:24]([CH:23]([c:17]3[cH:18][cH:19][cH:20][cH:21][cH:22]3)[c:30]3[cH:31][cH:32][cH:33][cH:34][cH:35]3)[CH2:29][CH2:28]2)[cH:6][n:7]1. Product: C1(CC1)COC1=C(C=CC(=C1)F)C=1C2=C(N=CN1)C(=C(N2)C)C(=O)N[C@@H]2CC[C@@H](CC2)NC(CC)=O (4-[2-(Cyclopropylmethoxy)-4-fluorophenyl]-6-methyl-N-[cis-4-(propionylamino)cyclohexyl]-5H-pyrrolo[3,2-d]pyrimidine-7-carboxamide). RXN SMILES: Cl.[NH2:2][C@@H:3]1[CH2:8][CH2:7][C@H:6]([NH:9][C:10]([C:12]2[C:16]3[N:17]=[CH:18][N:19]=[C:20]([C:21]4[CH:26]=[CH:25][C:24]([F:27])=[CH:23][C:22]=4[O:28][CH2:29][CH:30]4[CH2:32][CH2:31]4)[C:15]=3[NH:14][C:13]=2[CH3:33])=[O:11])[CH2:5][CH2:4]1.[C:34](Cl)(=[O:37])[CH2:35][CH3:36]>>[CH:30]1([CH2:29][O:28][C:22]2[CH:23]=[C:24]([F:27])[CH:25]=[CH:26][C:21]=2[C:20]2[C:15]3[NH:14][C:13]([CH3:33])=[C:12]([C:10]([NH:9][C@H:6]4[CH2:7][CH2:8][C@@H:3]([NH:2][C:34](=[O:37])[CH2:35][CH3:36])[CH2:4][CH2:5]4)=[O:11])[C:16]=3[N:17]=[CH:18][N:19]=2)[CH2:31][CH2:32]1 |f:0.1|. The reactants are Cl.N[C@H]1CC[C@H](CC1)NC(=O)C1=C(NC2=C1N=CN=C2C2=C(C=C(C=C2)F)OCC2CC2)C (N-(cis-4-aminocyclohexyl)-4-[2-(cyclopropylmethoxy)-4-fluorophenyl]-6-methyl-5H-pyrrolo[3,2-d]pyrimidine-7-carboxamide hydrochloride), C(CC)(=O)Cl (propionyl chloride). Procedure: Starting from N-(cis-4-aminocyclohexyl)-4-[2-(cyclopropylmethoxy)-4-fluorophenyl]-6-methyl-5H-pyrrolo[3,2-d]pyrimidine-7-carboxamide hydrochloride (example D.f8) and commercially available propionyl chloride the title compound is obtained as colorless solid. Reaction SMILES: [CH3:17][C:18](=[O:19])[O-:20].[CH3:21][C:22](=[O:23])[OH:24].[Cl:1][c:2]1[c:3]([CH:4]=[O:5])[cH:6][cH:7][c:8]([Cl:10])[cH:9]1.[N+:11](=[O:12])([O-:13])[CH2:14][CH3:15].[NH4+:16]>>[Cl:1][c:2]1[c:3]([CH:4]=[C:14]([N+:11](=[O:12])[O-:13])[CH3:15])[cH:6][cH:7][c:8]([Cl:10])[cH:9]1. Yields the product CC(=Cc1ccc(Cl)cc1Cl)[N+](=O)[O-]. The reactants are CC(=O)[O-], CC(=O)O, O=Cc1ccc(Cl)cc1Cl, CC[N+](=O)[O-], [NH4+]. Yield: 100.2%. RXN SMILES: [C:1]([P:5]([C:7]([CH3:10])([CH3:9])[CH3:8])Cl)([CH3:4])([CH3:3])[CH3:2].ClCCl.[OH2:14]>>[C:1]([PH:5](=[O:14])[C:7]([CH3:10])([CH3:9])[CH3:8])([CH3:4])([CH3:3])[CH3:2]. Product: C(C)(C)(C)P(C(C)(C)C)=O (Di-tert-butylphosphine oxide). The reactants are C(C)(C)(C)P(Cl)C(C)(C)C (di(tert-butyl)chlorophosphine), ClCCl (dichloromethane), O (water). Procedure: To a flask were added 1.0 g of di(tert-butyl)chlorophosphine and 5 ml of dichloromethane under nitrogen. After slow addition of 0.25 g of water, the mixture was stirred at 22 C for 30 minutes and the solvent was removed leaving a solid. After purification by sublimation, 0.9 g of a white solid was obtained. Run at time 30 minute. Starting materials: O=C(O)CCCc1ccc(C(=O)C=Cc2ccccc2)cc1, CO, O=S(=O)(O)O. The product is COC(=O)CCCc1ccc(C(=O)C=Cc2ccccc2)cc1. RXN SMILES: [C:1]([CH:2]=[CH:3][c:4]1[cH:5][cH:6][cH:7][cH:8][cH:9]1)(=[O:10])[c:11]1[cH:12][cH:13][c:14]([CH2:17][CH2:18][CH2:19][C:20](=[O:21])[OH:22])[cH:15][cH:16]1.[CH3:23][OH:24].[S:25](=[O:26])(=[O:27])([OH:28])[OH:29]>>[C:1]([CH:2]=[CH:3][c:4]1[cH:5][cH:6][cH:7][cH:8][cH:9]1)(=[O:10])[c:11]1[cH:12][cH:13][c:14]([CH2:17][CH2:18][CH2:19][C:20](=[O:21])[O:22][CH3:23])[cH:15][cH:16]1. The reactants are O=C([O-])[O-], CS(C)=O, CNc1ncnc(-c2cccnc2Cl)n1, [Cs+], [Cs+], O=C(O)c1cc(O)ccc1F, O. Product: CNc1ncnc(-c2cccnc2Oc2ccc(F)c(C(=O)O)c2)n1. Reaction SMILES: [C:27](=[O:28])([O-:29])[O-:30].[CH3:33][S:34]([CH3:35])=[O:36].[Cl:1][c:2]1[n:3][cH:4][cH:5][cH:6][c:7]1-[c:8]1[n:9][c:10]([NH:14][CH3:15])[n:11][cH:12][n:13]1.[Cs+:31].[Cs+:32].[F:16][c:17]1[c:18]([C:19](=[O:20])[OH:21])[cH:22][c:23]([OH:26])[cH:24][cH:25]1.[OH2:37]>>[c:2]1([O:26][c:23]2[cH:22][c:18]([C:19](=[O:20])[OH:21])[c:17]([F:16])[cH:25][cH:24]2)[n:3][cH:4][cH:5][cH:6][c:7]1-[c:8]1[n:9][c:10]([NH:14][CH3:15])[n:11][cH:12][n:13]1. The yield is 92.0%. The product is NC1=C(C=C(C=C1)C(=O)N(CC=1N(C2=CC=CC=C2C1)C)C)CNC ({4-amino-3-[(methylamino)methyl]phenyl}-N-methyl-N-[(1-methylindol-2-yl)methyl]carboxamide). As a reaction SMILES: [CH:1]([N:4](C(C)C)[CH2:5]C)(C)C.[CH:10]1[CH:11]=[CH:12][C:13]2N(O)N=[N:16][C:14]=2[CH:15]=1.[CH3:20][N:21]1[C:29]2[C:24](=[CH:25][CH:26]=[CH:27][CH:28]=2)[CH:23]=[C:22]1CNC.C(Cl)CCl.[CH3:37][N:38]([CH:40]=[O:41])[CH3:39]>>[NH2:16][C:14]1[CH:15]=[CH:10][C:11]([C:40]([N:38]([CH3:39])[CH2:37][C:22]2[N:21]([CH3:20])[C:29]3[C:24]([CH:23]=2)=[CH:25][CH:26]=[CH:27][CH:28]=3)=[O:41])=[CH:12][C:13]=1[CH2:1][NH:4][CH3:5]. Conditions: time 12 hour. Starting materials: C(C)(C)N(CC)C(C)C (diisopropylethyl amine), C=1C=CC2=C(C1)N=NN2O (HOBt), CN1C(=CC2=CC=CC=C12)CNC (1-methyl-2-(methylaminomethyl)indole), C(CCl)Cl (EDC), CN(C)C=O (DMF). Reported procedure: To a stirred solution of 4-nitro-3-{[(N-methyl(phenylmethoxy)carbonylamino]methyl}benzoic acid (4.56 g, 13.26 mmole) in DMF (20 mL) at RT was added diisopropylethyl amine (2.31 mL, 13.26 mmole), HOBt (1.79 g, 13.26 mmole), 1-methyl-2-(methylaminomethyl)indole (2.1 g, 12.0 mmole) and finally EDC (2.54 g, 13.26 mmole). After 12 hr, the reaction contents were poured onto H2O (100 mL) and extracted with EtOAc (2×100 mL). The organic phases were combined and sequentially washed with H2O (100 mL) and ... The reactants are Cl (hydrochloric acid), C1(=CC=CC=C1)C1(CC=CC1=O)C1=CC=CC=C1 (5,5-diphenyl-2-cyclopenten-1-one), C(C)(=O)OCC (ethyl acetate), [H-].C(C(C)C)[Al+]CC(C)C (diisobutylaluminum hydride). Run in C1(=CC=CC=C1)C (toluene). Reaction conditions: time 30 minute. The product is C1(=CC=CC=C1)C1(CC=CC1O)C1=CC=CC=C1 (5,5-diphenyl-2-cyclopenten-1-ol). The yield is 48.8%. Reaction SMILES: [C:1]1([C:7]2([C:13]3[CH:18]=[CH:17][CH:16]=[CH:15][CH:14]=3)[C:11](=[O:12])[CH:10]=[CH:9][CH2:8]2)[CH:6]=[CH:5][CH:4]=[CH:3][CH:2]=1.[H-].C([Al+]CC(C)C)C(C)C.C(OCC)(=O)C.Cl>C1(C)C=CC=CC=1>[C:1]1([C:7]2([C:13]3[CH:18]=[CH:17][CH:16]=[CH:15][CH:14]=3)[CH:11]([OH:12])[CH:10]=[CH:9][CH2:8]2)[CH:2]=[CH:3][CH:4]=[CH:5][CH:6]=1 |f:1.2|. Procedure details: To a suspension of 5,5-diphenyl-2-cyclopenten-1-one (5.0 g) in toluene (25 ml) was added dropwise diisobutylaluminum hydride (15 ml, 1.5M solution in toluene) for 10 minutes at -78° C. to -50° C. After 30 minutes, ethyl acetate (5 ml) was added to the resultant yellow solution. The solution was acidified to pH 1 with 6N hydrochloric acid (20 ml) and extracted with ethyl acetate. The extract was washed with brine, dried over magnesium sulfate and evaporated in vacuo. The residue was purified by c...